From a dataset of the Open Reaction Database (ORD), a public repository of structured organic reaction records. describe an organic reaction: reactants, conditions, products, and yield Starting materials: C(C1=CC=CC=C1)NC(=O)N1CCC(N2N([C@H](C(N(CC21)CC2=CC=CC1=CC=CC=C21)=O)CC2=CC=C(C=C2)OCC2=CC=CC=C2)C)=O ((2S)—N-benzyl-2-(4-(benzyloxy)benzyl)-1-methyl-4-(naphthalen-1-ylmethyl)-3,9-dioxooctahydropyrimido[1,2-b][1,2,5]triazepine-6(7H)-carboxamide), C(C1=CC=CC=C1)NC(=O)N1CCC(N2N([C@H](C(N(CC21)CC2=CC=CC1=CC=CC=C21)=O)CC2=CC=C(C=C2)OCC2=CC=CC=C2)C)=O ((2S)—N-benzyl-2-(4-(benzyloxy)benzyl)-1-methyl-4-(naphthalen-1-ylmethyl)-3,9-dioxooctahydropyrimido[1,2-b][1,2,5]triazepine-6(7H)-carboxamide), CCOCC (Ether), CCCCCC (n-hexane). Run in C(C)(=O)O.Br (HBr acetic acid). Reaction conditions: time 5 hour. Product: C(C1=CC=CC=C1)NC(=O)N1CCC(N2N([C@H](C(N(CC21)CC2=CC=CC1=CC=CC=C21)=O)CC2=CC=C(C=C2)O)C)=O ((2S)—N-benzyl-2-(4-hydroxybenzyl)-1-methyl-4-(naphthalen-1-ylmethyl)-3,9-dioxooctahydropyrimido[1,2-b][1,2,5]triazepine-6(7H)-carboxamide). Yield: 25.3%. Reaction SMILES: [CH2:1]([NH:8][C:9]([N:11]1[CH:21]2[N:15]([N:16]([CH3:49])[C@@H:17]([CH2:34][C:35]3[CH:40]=[CH:39][C:38]([O:41]CC4C=CC=CC=4)=[CH:37][CH:36]=3)[C:18](=[O:33])[N:19]([CH2:22][C:23]3[C:32]4[C:27](=[CH:28][CH:29]=[CH:30][CH:31]=4)[CH:26]=[CH:25][CH:24]=3)[CH2:20]2)[C:14](=[O:50])[CH2:13][CH2:12]1)=[O:10])[C:2]1[CH:7]=[CH:6][CH:5]=[CH:4][CH:3]=1.CCOCC.CCCCCC>C(O)(=O)C.Br>[CH2:1]([NH:8][C:9]([N:11]1[CH:21]2[N:15]([N:16]([CH3:49])[C@@H:17]([CH2:34][C:35]3[CH:36]=[CH:37][C:38]([OH:41])=[CH:39][CH:40]=3)[C:18](=[O:33])[N:19]([CH2:22][C:23]3[C:32]4[C:27](=[CH:28][CH:29]=[CH:30][CH:31]=4)[CH:26]=[CH:25][CH:24]=3)[CH2:20]2)[C:14](=[O:50])[CH2:13][CH2:12]1)=[O:10])[C:2]1[CH:7]=[CH:6][CH:5]=[CH:4][CH:3]=1 |f:3.4|. Procedure details: (2S)—N-benzyl-2-(4-(benzyloxy)benzyl)-1-methyl-4-(naphthalen-1-ylmethyl)-3,9-dioxooctahydropyrimido[1,2-b][1,2,5]triazepine-6(7H)-carboxamide (Compound 1-267) 33 mg (0.05 mmol) was dissolved in 25% HBr acetic acid solution 0.2 ml and the mixture was stirred at room temperature for 5 hr. Ether 1.2 ml and n-hexane 0.8 ml were added to the reaction mixture and the mixture was concentrated in vacuo. The precipitation was purified on silica gel column chromatography (chloroform:methanol=100:0 to 95:5... Reactants: Cl.C(C)N=C=NCCCN(C)C (1-Ethyl-3-(dimethylaminopropyl)carbodiimide hydrochloride), ON1N=NC2=C1C=CC=C2 (1-hydroxybenzotriazole), C(C)(C)N(CC)C(C)C (diisopropylethylamine), compound, C1(CCCCCCC1)COC1=CC=C(C(=O)O)C=C1 (4-(cyclooctylmethoxy)benzoic acid), CCOC(=O)C (EtOAc), C1(CCCCCCC1)CO (cyclooctylmethanol). Run in CN(C)C=O (DMF). Run at time 8 hour. The product is C1(CCCCCCC1)COC1=CC=C(C(=O)N2CCN(CC2)C(=O)OC=2C=NC=CC2)C=C1 (3-pyridyl 4-[4-(cyclooctylmethoxy)benzoyl]-1-piperazinecarboxylate). As a reaction SMILES: Cl.C(N=C=NC[CH2:8][CH2:9][N:10]([CH3:12])C)C.O[N:14]1[C:18]2[CH:19]=[CH:20][CH:21]=[CH:22]C=2N=N1.[CH:23]([N:26](C(C)C)CC)(C)C.[CH:32]1([CH2:40][O:41][C:42]2[CH:50]=[CH:49][C:45]([C:46]([OH:48])=O)=[CH:44][CH:43]=2)[CH2:39][CH2:38][CH2:37][CH2:36][CH2:35][CH2:34][CH2:33]1.C1(CO)CCCCCCC1.CC[O:63][C:64](C)=[O:65]>CN(C=O)C>[CH:32]1([CH2:40][O:41][C:42]2[CH:43]=[CH:44][C:45]([C:46]([N:10]3[CH2:9][CH2:8][N:26]([C:64]([O:63][C:21]4[CH:22]=[N:14][CH:18]=[CH:19][CH:20]=4)=[O:65])[CH2:23][CH2:12]3)=[O:48])=[CH:49][CH:50]=2)[CH2:33][CH2:34][CH2:35][CH2:36][CH2:37][CH2:38][CH2:39]1 |f:0.1|. Procedure details: 1-Ethyl-3-(dimethylaminopropyl)carbodiimide hydrochloride (150 mg), 1-hydroxybenzotriazole (110 mg) and diisopropylethylamine (0.23 ml) were added to a DMF (5 ml) solution containing the resulting compound (190 mg) and 4-(cyclooctylmethoxy)benzoic acid (176 mg) prepared from cyclooctylmethanol with reference to Reference Example 70, followed by stirring overnight at room temperature. The reaction solution was diluted with EtOAc, the organic layer was washed with aqueous saturated sodium hydrogen... The reactants are [Si](C)(C)(C(C)(C)C)OC1=CC=C(C=C1)CC(=O)Cl (2-[4-(tert-butyldimethylsilyloxy)phenyl]acetyl chloride), [Si](C)(C)(C(C)(C)C)OC1=CC=C(C=C1)C=1N=CC(=NC1)N (5-[4-(tert-butyldimethylsilyloxy)phenyl]pyrazin-2-amine), O (water). Reagents/catalysts: CN(C1=CC=NC=C1)C (4-(dimethylamino)pyridine). The solvent is N1=CC=CC=C1 (pyridine). Conditions: temperature 50 celsius, time 20 hour. The product is [Si](C)(C)(C(C)(C)C)OC1=CC=C(C=C1)CC(=O)NC1=NC=C(N=C1)C1=CC=C(C=C1)O[Si](C)(C)C(C)(C)C (2-[4-(tert-Butyldimethylsilyloxy)phenyl]-N-[5-{4-(tert-butyldimethylsilyloxy)phenyl}pyrazin-2-yl]acetamide). Yield: 74.8%. As a reaction SMILES: [Si:1]([O:8][C:9]1[CH:14]=[CH:13][C:12]([C:15]2[N:16]=[CH:17][C:18]([NH2:21])=[N:19][CH:20]=2)=[CH:11][CH:10]=1)([C:4]([CH3:7])([CH3:6])[CH3:5])([CH3:3])[CH3:2].[Si:22]([O:29][C:30]1[CH:35]=[CH:34][C:33]([CH2:36][C:37](Cl)=[O:38])=[CH:32][CH:31]=1)([C:25]([CH3:28])([CH3:27])[CH3:26])([CH3:24])[CH3:23].O>CN(C)C1C=CN=CC=1.N1C=CC=CC=1>[Si:22]([O:29][C:30]1[CH:31]=[CH:32][C:33]([CH2:36][C:37]([NH:21][C:18]2[CH:17]=[N:16][C:15]([C:12]3[CH:13]=[CH:14][C:9]([O:8][Si:1]([C:4]([CH3:7])([CH3:5])[CH3:6])([CH3:3])[CH3:2])=[CH:10][CH:11]=3)=[CH:20][N:19]=2)=[O:38])=[CH:34][CH:35]=1)([C:25]([CH3:28])([CH3:27])[CH3:26])([CH3:24])[CH3:23]. Reported procedure: Under an argon atmosphere, to a mixture of 5-[4-(tert-butyldimethylsilyloxy)phenyl]pyrazin-2-amine (7s) (350 mg, 1.16 mmol) and 4-(dimethylamino)pyridine (15.0 mg, 123 μmol) dissolved in anhydrous pyridine (20 mL) was added 2-[4-(tert-butyldimethylsilyloxy)phenyl]acetyl chloride (10) prepared above at 0° C. and the mixture was heated with stirring at 50° C. for 20 hours. After cooling to room temperature, to this was added water and the product was extracted with ethyl acetate (200 mL×3). The co... Starting materials: CO, Cn1ccnc1COc1ccccc1[N+](=O)[O-]. Product: Cn1ccnc1COc1ccccc1N. As a reaction SMILES: [CH3:18][OH:19].[CH3:1][n:2]1[c:3]([CH2:7][O:8][c:9]2[c:10]([N+:15]([O-:16])=[O:17])[cH:11][cH:12][cH:13][cH:14]2)[n:4][cH:5][cH:6]1>>[CH3:1][n:2]1[c:3]([CH2:7][O:8][c:9]2[c:10]([NH2:15])[cH:11][cH:12][cH:13][cH:14]2)[n:4][cH:5][cH:6]1. Reactants: CN1N=C(C2=NC(=CC(=C21)O)C)C2=C(C=C(C=C2)N2N=CC=C2)C (1,5-dimethyl-3-(2-methyl-4-pyrazol-1-yl-phenyl)-1H-pyrazolo[4,3-b]pyridin-7-ol), P(=O)(Cl)(Cl)Cl (phosphorous oxychloride). Solvent: C(C)#N (acetonitrile). The product is ClC1=C2C(=NC(=C1)C)C(=NN2C)C2=C(C=C(C=C2)N2N=CC=C2)C (7-chloro-1,5-dimethyl-3-(2-methyl-4-pyrazol-1-yl-phenyl)-1H-pyrazolo[4,3-b]pyridine). As a reaction SMILES: [CH3:1][N:2]1[C:10]2[C:5](=[N:6][C:7]([CH3:12])=[CH:8][C:9]=2O)[C:4]([C:13]2[CH:18]=[CH:17][C:16]([N:19]3[CH:23]=[CH:22][CH:21]=[N:20]3)=[CH:15][C:14]=2[CH3:24])=[N:3]1.P(Cl)(Cl)([Cl:27])=O>C(#N)C>[Cl:27][C:9]1[CH:8]=[C:7]([CH3:12])[N:6]=[C:5]2[C:4]([C:13]3[CH:18]=[CH:17][C:16]([N:19]4[CH:23]=[CH:22][CH:21]=[N:20]4)=[CH:15][C:14]=3[CH3:24])=[N:3][N:2]([CH3:1])[C:10]=12. Procedure details: To a solution of compound 3e (1.0 g) in anhydrous acetonitrile (10 mL) was added phosphorous oxychloride (0.60 mL). The reaction was refluxed under nitrogen for 2 hours. The reaction mixture was cooled and quenched on ice with H20. The mixture was basified to pH 8 with sodium bicarbonate. The product was extracted with ethyl acetate (3×50 mL). The organic layers were combined, dried over magnesium sulfate and concentrated to afford 7-chloro-1,5-dimethyl-3-(2-methyl-4-pyrazol-1-yl-phenyl)-1H-pyra...